Dataset: the Open Reaction Database (ORD), a public repository of structured organic reaction records. Task: describe an organic reaction: reactants, conditions, products, and yield Reactants: NC1=N[C@](C(C(N1C)=O)(C)C)(C)C1=C(C=CC(=C1)NC1=CC=NN1CC1=CC=CC=C1)F ((S)-2-amino-6-(5-(1-benzyl-1H-pyrazol-5-ylamino)-2-fluorophenyl)-3,5,5,6-tetramethyl-5,6-dihydropyrimidin-4(3H)-one), Cl (HCl). The reagents and catalysts are [Pd] (Pd/C). The solvent is CO (methanol), O1CCOCC1 (1,4-dioxane). Run at time 2 hour. Yields the product Cl.N1N=CC=C1NC=1C=CC(=C(C1)[C@@]1(C(C(N(C(=N1)N)C)=O)(C)C)C)F ((S)-6-(5-(1H-Pyrazol-5-ylamino)-2-fluorophenyl)-2-amino-3,5,5,6-tetramethyl-5,6-dihydropyrimidin-4(3H)-one hydrochloride). Reaction SMILES: [NH2:1][C:2]1[N:7]([CH3:8])[C:6](=[O:9])[C:5]([CH3:11])([CH3:10])[C@:4]([C:13]2[CH:18]=[C:17]([NH:19][C:20]3[N:24](CC4C=CC=CC=4)[N:23]=[CH:22][CH:21]=3)[CH:16]=[CH:15][C:14]=2[F:32])([CH3:12])[N:3]=1.[ClH:33]>CO.O1CCOCC1.[Pd]>[ClH:33].[NH:24]1[C:20]([NH:19][C:17]2[CH:16]=[CH:15][C:14]([F:32])=[C:13]([C@@:4]3([CH3:12])[N:3]=[C:2]([NH2:1])[N:7]([CH3:8])[C:6](=[O:9])[C:5]3([CH3:10])[CH3:11])[CH:18]=2)=[CH:21][CH:22]=[N:23]1 |f:5.6|. Procedure: To a solution of (S)-2-amino-6-(5-(1-benzyl-1H-pyrazol-5-ylamino)-2-fluorophenyl)-3,5,5,6-tetramethyl-5,6-dihydropyrimidin-4(3H)-one (example 107, 0.02 mmole) in methanol (1 ml) was added a solution of aqueous 4M HCl in 1,4-dioxane (0.25 ml) and Pd/C (10%, 3 mg) under argon. The reaction mixture was hydrogenated at 1 atm H2 for 2 h, filtered over Decalite and the residue was washed with methanol. The filtrate was concentrated in vacuo and the residue purified by flash chromatography on NH2-silic... Reactants: C1CCOC1, CN, Cn1ccc2cc(Cl)nc(Cl)c2c1=O. The product is CNc1nc(Cl)cc2ccn(C)c(=O)c12. As a reaction SMILES: [CH2:17]1[O:18][CH2:19][CH2:20][CH2:21]1.[CH3:15][NH2:16].[Cl:1][c:2]1[cH:3][c:4]2[cH:5][cH:6][n:7]([CH3:14])[c:8](=[O:13])[c:9]2[c:10]([Cl:12])[n:11]1>>[Cl:1][c:2]1[cH:3][c:4]2[cH:5][cH:6][n:7]([CH3:14])[c:8](=[O:13])[c:9]2[c:10]([NH:16][CH3:15])[n:11]1.